Dataset: the Open Reaction Database (ORD), a public repository of structured organic reaction records. Task: describe an organic reaction: reactants, conditions, products, and yield Starting materials: B(Br)(Br)Br (boron tribromide), BrC=1C=C2C(C=C(OC2=CC1)C1=CC=C(C=C1)OC)=O (6-bromo-4′-methoxyflavone). The solvent is ClCCl (dichloromethane), ClCCl (dichloromethane). Yields the product BrC=1C=C2C(C=C(OC2=CC1)C1=CC=C(C=C1)O)=O (6-bromo-4′-hydroxyflavone). Reaction SMILES: B(Br)(Br)Br.[Br:5][C:6]1[CH:7]=[C:8]2[C:13](=[CH:14][CH:15]=1)[O:12][C:11]([C:16]1[CH:21]=[CH:20][C:19]([O:22]C)=[CH:18][CH:17]=1)=[CH:10][C:9]2=[O:24]>ClCCl>[Br:5][C:6]1[CH:7]=[C:8]2[C:13](=[CH:14][CH:15]=1)[O:12][C:11]([C:16]1[CH:21]=[CH:20][C:19]([OH:22])=[CH:18][CH:17]=1)=[CH:10][C:9]2=[O:24]. Procedure: A dichloromethane solution (12 ml) that contained boron tribromide was slowly added to a dichloromethane solution (215 ml) that contained compound 15 (400 mg, 1.21 mmol) while stirring under cooling on ice, and the obtained mixture was then reacted. After completion of the reaction, purified water (100 ml) was added to the reaction solution, and the dichloromethane layer was extracted. The extract was dried over anhydrous sodium sulfate, and the solvent was then distilled away under reduced pres... The reactants are C[O-].[Na+] (NaOMe), BrC=1C(=NC=C(N1)Br)N (3,5-dibromo-2-aminopyrazine). Solvent: CO (MeOH), CO (MeOH). The product is BrC=1N=C(C(=NC1)N)OC (5-bromo-3-methoxypyrazin-2-amine). RXN SMILES: [CH3:1][O-:2].[Na+].Br[C:5]1[C:6]([NH2:12])=[N:7][CH:8]=[C:9]([Br:11])[N:10]=1>CO>[Br:11][C:9]1[N:10]=[C:5]([O:2][CH3:1])[C:6]([NH2:12])=[N:7][CH:8]=1 |f:0.1|. Reported procedure: A 30% w/w solution of NaOMe in MeOH (8.4 mL, 44.8 mmol) was added to a stirring suspension of 3,5-dibromo-2-aminopyrazine (10 g, 39.5 mmol) in dry MeOH (40 mL). The reaction mixture was heated to reflux and maintained for 3 h. The reaction was allowed to cool to rt and concentrate to 1/3 volume. The reaction was then partitioned between DCM and saturated aqueous NaHCO3 solution. The layers were separated and the organic phase was washed with saturated aqueous NaHCO3 solution (3×). The combined a... The reactants are BrC=1C(=C(C=C(C1)N1C(NC(C=C1)=O)=O)C1=CC=C2C(=CCC2=C1)CNS(=O)(=O)C)OC (N-((6-(3-bromo-5-(2,4-dioxo-3,4-dihydropyrimidin-1(2H)-yl)-2-methoxyphenyl)-1H-inden-3-yl)methyl)methanesulfonamide), O1C=C(C=C1)B(O)O (furan-3-yl boronic acid). The product is O=C1N(C=CC(N1)=O)C=1C=C(C(=C(C1)C1=CC=C2C(=CCC2=C1)CNS(=O)(=O)C)OC)C1=COC=C1 (N-((6-(5-(2,4-dioxo-3,4-dihydropyrimidin-1(2H)-yl)-3-(furan-3-yl)-2-methoxyphenyl)-1H-inden-3-yl)methyl)methanesulfonamide). Isolated yield 45.0%. RXN SMILES: Br[C:2]1[C:3]([O:31][CH3:32])=[C:4]([C:16]2[CH:24]=[C:23]3[C:19]([C:20]([CH2:25][NH:26][S:27]([CH3:30])(=[O:29])=[O:28])=[CH:21][CH2:22]3)=[CH:18][CH:17]=2)[CH:5]=[C:6]([N:8]2[CH:13]=[CH:12][C:11](=[O:14])[NH:10][C:9]2=[O:15])[CH:7]=1.[O:33]1[CH:37]=[CH:36][C:35](B(O)O)=[CH:34]1>>[O:15]=[C:9]1[NH:10][C:11](=[O:14])[CH:12]=[CH:13][N:8]1[C:6]1[CH:7]=[C:2]([C:35]2[CH:36]=[CH:37][O:33][CH:34]=2)[C:3]([O:31][CH3:32])=[C:4]([C:16]2[CH:24]=[C:23]3[C:19]([C:20]([CH2:25][NH:26][S:27]([CH3:30])(=[O:29])=[O:28])=[CH:21][CH2:22]3)=[CH:18][CH:17]=2)[CH:5]=1. Reported procedure: The product from Example 93, Part A (25.9 mg, 0.050 mmol) was reacted with furan-3-yl boronic acid (7.2 mg, 0.064 mmol) as described in Example 93, Part B to give the title compound as an off-white solid (10.6 mg, 45%). 1H NMR (300 MHz, DMSO-d6) δ 11.46 (s, 1H) 7.84 (d, J=8.09 Hz, 1H) 7.80 (t, J=1.84 Hz, 1H) 7.68-7.75 (m, 2H) 7.54-7.64 (m, 2H) 7.50 (t, J=6.07 Hz, 1H) 7.35 (d, J=2.57 Hz, 1H) 7.08 (d, J=1.47 Hz, 1H) 6.57 (s, 1H) 5.68 (d, J=8.09 Hz, 1H) 3.47 (s, 2H) 3.30 (s, 3H) 2.96 (s, 3H). The reactants are NC=1C=C(C(=O)CCC(=O)O)C=CC1OC (3-(3-amino-4-methoxybenzoyl) propionic acid), C(C)(=O)OC(C)=O (acetic anhydride). Procedure: A mixture of 3-(3-amino-4-methoxybenzoyl) propionic acid (15.61 g.) with acetic anhydride (7.14 g.) was treated with concentrated sulphuric acid (2 drops) and heated on the steam bath for 3 hours. It was then cooled and decomposed by the addition of ice. The resultant solid was collected and crystallised from methanol to yield the product, (10.5 g.), m.p. 184°-185° C. RXN SMILES: [NH2:1][C:2]1[CH:3]=[C:4]([CH:12]=[CH:13][C:14]=1[O:15][CH3:16])[C:5]([CH2:7][CH2:8][C:9]([OH:11])=[O:10])=[O:6].[C:17](OC(=O)C)(=[O:19])[CH3:18]>S(=O)(=O)(O)O>[C:17]([NH:1][C:2]1[CH:3]=[C:4]([CH:12]=[CH:13][C:14]=1[O:15][CH3:16])[C:5]([CH2:7][CH2:8][C:9]([OH:11])=[O:10])=[O:6])(=[O:19])[CH3:18]. Product: C(C)(=O)NC=1C=C(C(=O)CCC(=O)O)C=CC1OC (3-(3-Acetamido-4-methoxybenzoyl)propionic acid). The reagents and catalysts are S(O)(O)(=O)=O (sulphuric acid). Reactants: CC1=C(C(=O)NC)C=CC=C1 (o-methyl-N-methyl benzamide), CN(CCC(=O)C1=CC=CC=C1)C (3-dimethylaminopropiophenone), C(CCC)[Li] (n-butyllithium), dilithio, compound VIII, [Cl-].[NH4+] (ammonium chloride). The solvent is O1CCCC1 (tetrahydrofuran), CCCCCC (hexane), O1CCCC1 (tetrahydrofuran). Run at temperature 5 celsius. Product: CN(CCC(CC1=C(C(=O)NC)C=CC=C1)(C1=CC=CC=C1)O)C (2-(β-[2-dimethylaminoethyl]-β-hydroxyphenethyl)-N-methylbenzamide). Reaction SMILES: [CH3:1][C:2]1[CH:11]=[CH:10][CH:9]=[CH:8][C:3]=1[C:4]([NH:6][CH3:7])=[O:5].C([Li])CCC.[CH3:17][N:18]([CH3:29])[CH2:19][CH2:20][C:21]([C:23]1[CH:28]=[CH:27][CH:26]=[CH:25][CH:24]=1)=[O:22].[Cl-].[NH4+]>CCCCCC.O1CCCC1>[CH3:29][N:18]([CH3:17])[CH2:19][CH2:20][C:21]([OH:22])([C:23]1[CH:24]=[CH:25][CH:26]=[CH:27][CH:28]=1)[CH2:1][C:2]1[CH:11]=[CH:10][CH:9]=[CH:8][C:3]=1[C:4]([NH:6][CH3:7])=[O:5] |f:3.4|. Procedure details: To a flask equipped with a stirrer, dropping funnel, condenser and gas inlet tube maintained under a nitrogen atmosphere there is added at room temperature 40.0 g. (0.28 mole) of o-methyl-N-methyl benzamide and 250 ml. of anhydrous tetrahydrofuran. The reaction flask is immersed in an ice bath and cooled to an internal temperature of 5° C. Stirring is initiated and 360 ml. of 1.6 M. n-butyllithium (0.616 mole) in hexane is added dropwise for about 1 hour maintaining the temperature below 8° C. T...